This data is from the Open Reaction Database (ORD), a public repository of structured organic reaction records. The task is: describe an organic reaction: reactants, conditions, products, and yield The reactants are COC(C(CCN1C(=CC=C1)C(C1=CC=CC=C1)=O)I)=O (4-(2-benzoylpyrrol-1-yl)-2-iodobutyric acid methyl ester), OO (hydrogen peroxide). Reagents/catalysts: O.O.O.O.O.O.O.S(=O)(=O)([O-])[O-].[Fe+2] (iron (II) sulfate heptahydrate). Run in CS(=O)C (dimethylsulfoxide). The product is COC(=O)C1C=2N(CC1)C(=CC2)C(C2=CC=CC=C2)=O (5-benzoyl-1,2-dihydro-3H-pyrrolo[1,2-a]pyrrole-1-carboxylic acid methyl ester). As a reaction SMILES: [CH3:1][O:2][C:3](=[O:21])[CH:4](I)[CH2:5][CH2:6][N:7]1[CH:11]=[CH:10][CH:9]=[C:8]1[C:12](=[O:19])[C:13]1[CH:18]=[CH:17][CH:16]=[CH:15][CH:14]=1.OO>CS(C)=O.O.O.O.O.O.O.O.S([O-])([O-])(=O)=O.[Fe+2]>[CH3:1][O:2][C:3]([CH:4]1[CH2:5][CH2:6][N:7]2[C:8]([C:12](=[O:19])[C:13]3[CH:18]=[CH:17][CH:16]=[CH:15][CH:14]=3)=[CH:9][CH:10]=[C:11]12)=[O:21] |f:3.4.5.6.7.8.9.10.11|. Reported procedure: As set out in Scheme 1, 2-benzoylpyrrole (II, prepared according to known procedures, e.g., J. Org. Chem. 1977, 42, 4248) is N-alkylated in step 1 with gamma-butyrolactone to provide, after esterification, 4-(2-benzoylpyrrol-1-yl)butyric acid methyl ester (III). 4-(2-Benzoylpyrrol-1-yl)butyric acid methyl ester (III) is then iodinated in step 2 with lithium diisopropylamide and a source of electrophilic iodine, such as iodine, iodine monochloride, or N-iodosuccinimide, to yield 4-(2-benzoylpyrro... As a reaction SMILES: [OH:1][C:2]1[C:11]([O:12][C:13]([C:15]2[CH:20]=[CH:19][CH:18]=[CH:17][CH:16]=2)=[O:14])=[CH:10][CH:9]=[CH:8][C:3]=1[C:4]([O:6][CH3:7])=[O:5].[Br:21][CH2:22][CH2:23]Br.C(=O)([O-])[O-].[Cs+].[Cs+]>CN(C)C=O>[Br:21][CH2:22][CH2:23][O:1][C:2]1[C:11]([O:12][C:13]([C:15]2[CH:20]=[CH:19][CH:18]=[CH:17][CH:16]=2)=[O:14])=[CH:10][CH:9]=[CH:8][C:3]=1[C:4]([O:6][CH3:7])=[O:5] |f:2.3.4|. Conditions: time 6.5 hour. Solvent: CN(C=O)C (N,N-dimethylformamide). Procedure details: To a solution of methyl 2-hydroxy-3-[(phenylcarbonyl)oxy]benzoate (42.1 g, 155 mmol) in N,N-dimethylformamide (300 mL) was added 1,2-dibromoethane (135 mL, 1550 mmol) and cesium carbonate (76 g, 232 mmol), and the reaction mixture was stirred at room temperature under nitrogen for 6.5 h. The volume of the reaction mixture was reduced by half in vacuo, and then partitioned between water (500 mL) and ethyl acetate (500 mL). The layers were separated, and the organic layer was washed with brine (20... The reactants are OC1=C(C(=O)OC)C=CC=C1OC(=O)C1=CC=CC=C1 (methyl 2-hydroxy-3-[(phenylcarbonyl)oxy]benzoate), BrCCBr (1,2-dibromoethane), C([O-])([O-])=O.[Cs+].[Cs+] (cesium carbonate). Yield: 52.1%. Product: BrCCOC1=C(C(=O)OC)C=CC=C1OC(=O)C1=CC=CC=C1 (methyl 2-[(2-bromoethyl)oxy]-3-[(phenylcarbonyl)oxy]benzoate).